This data is from the Open Reaction Database (ORD), a public repository of structured organic reaction records. The task is: describe an organic reaction: reactants, conditions, products, and yield The reactants are C(C)(=O)O[C@H]1[C@H](SCCCCCCO[C@@H]2CC3=CC[C@H]4[C@@H]5CC[C@H]([C@@H](CCCC(C)C)C)[C@]5(CC[C@@H]4[C@]3(CC2)C)C)O[C@@H]([C@@H]([C@@H]1OC(C)=O)OC(C)=O)CN1C(C=2C(C1=O)=CC=CC2)=O (6-(5-cholesten-3β-yloxy)hexyl 2,3,4-tri-O-acetyl-6-deoxy-6-phthalimido-1-thio-β-D-galactopyranoside), C(Cl)(Cl)Cl (chloroform), C(Cl)(Cl)Cl (CHCl3), [NH4+].[OH-] (NH4OH). Solvent: CO (methanol), C(CCC)N (n-butylamine), CO (MeOH). Product: NC[C@@H]1[C@@H]([C@@H]([C@H]([C@H](SCCCCCCO[C@@H]2CC3=CC[C@H]4[C@@H]5CC[C@H]([C@@H](CCCC(C)C)C)[C@]5(CC[C@@H]4[C@]3(CC2)C)C)O1)O)O)O (6-(5-Cholesten-3β-yloxy)hexyl 6-amino-6-deoxy-1-thio-β-D-galactopyranoside). Reaction SMILES: C([O:4][C@@H:5]1[C@@H:45]([O:46]C(=O)C)[C@@H:44]([O:50]C(=O)C)[C@@H:43]([CH2:54][N:55]2C(=O)C3=CC=CC=C3C2=O)[O:42][C@H:6]1[S:7][CH2:8][CH2:9][CH2:10][CH2:11][CH2:12][CH2:13][O:14][C@H:15]1[CH2:39][CH2:38][C@@:37]2([CH3:40])[C:17](=[CH:18][CH2:19][C@@H:20]3[C@@H:36]2[CH2:35][CH2:34][C@@:33]2([CH3:41])[C@H:21]3[CH2:22][CH2:23][C@@H:24]2[C@H:25]([CH3:32])[CH2:26][CH2:27][CH2:28][CH:29]([CH3:31])[CH3:30])[CH2:16]1)(=O)C.C(Cl)(Cl)Cl.[NH4+].[OH-]>CO.C(N)CCC>[NH2:55][CH2:54][C@H:43]1[O:42][C@@H:6]([S:7][CH2:8][CH2:9][CH2:10][CH2:11][CH2:12][CH2:13][O:14][C@H:15]2[CH2:39][CH2:38][C@@:37]3([CH3:40])[C:17](=[CH:18][CH2:19][C@@H:20]4[C@@H:36]3[CH2:35][CH2:34][C@@:33]3([CH3:41])[C@H:21]4[CH2:22][CH2:23][C@@H:24]3[C@H:25]([CH3:32])[CH2:26][CH2:27][CH2:28][CH:29]([CH3:30])[CH3:31])[CH2:16]2)[C@H:5]([OH:4])[C@@H:45]([OH:46])[C@H:44]1[OH:50] |f:2.3|. Procedure details: A suspension of 6-(5-cholesten-3β-yloxy)hexyl 2,3,4-tri-O-acetyl-6-deoxy-6-phthalimido-1-thio-β-D-galactopyranoside (710 mg.) in methanol (10 ml.) and n-butylamine (10 ml.) is heated under reflux for 16 hours. The solution is evaporated to a crystalline mass. Chloroform is added and the solid is filtered and washed with chloroform. The combined filtrates are evaporated to a syrup which is put on a column of silica gel and eluted with chloroform-methanol-ammonium hydroxide (80:20:2). The desired ... Reactants: CCOC(=O)CNCc1ccccc1, CCC(C)C(NC(=O)OCC1c2ccccc2-c2ccccc21)C(=O)O. The product is CCOC(=O)CN(Cc1ccccc1)C(=O)C(NC(=O)OCC1c2ccccc2-c2ccccc21)C(C)CC. As a reaction SMILES: [CH2:27]([CH3:28])[O:29][C:30]([CH2:31][NH:32][CH2:33][c:34]1[cH:35][cH:36][cH:37][cH:38][cH:39]1)=[O:40].[cH:1]1[cH:2][cH:3][cH:4][c:5]2[c:13]1[CH:12]([CH2:14][O:15][C:16](=[O:17])[NH:18][CH:19]([CH:20]([CH3:21])[CH2:22][CH3:23])[C:24](=[O:25])[OH:26])[c:11]1[c:6]-2[cH:7][cH:8][cH:9][cH:10]1>>[cH:1]1[cH:2][cH:3][cH:4][c:5]2[c:13]1[CH:12]([CH2:14][O:15][C:16](=[O:17])[NH:18][CH:19]([CH:20]([CH3:21])[CH2:22][CH3:23])[C:24](=[O:25])[N:32]([CH2:31][C:30]([O:29][CH2:27][CH3:28])=[O:40])[CH2:33][c:34]1[cH:35][cH:36][cH:37][cH:38][cH:39]1)[c:11]1[c:6]-2[cH:7][cH:8][cH:9][cH:10]1.